The task is: describe an organic reaction: reactants, conditions, products, and yield. This data is from the Open Reaction Database (ORD), a public repository of structured organic reaction records. The reactants are 4-dimethyl-aminopyridine, FC=1C=C(C=C(C1SC)F)CO ([3,5-difluoro-4-(methylthio)-phenyl]-methanol), CS(=O)(=O)Cl (methanesulfonylchloride), disopropyl-ethylamine, Cl (HCl). The solvent is ClCCl (dichloromethane). Reaction conditions: time 18 hour. Yields the product ClCC=1C=C(C(=C(C1)F)SC)F (5-(chloromethyl)-1,3-difluoro-2-(methylthio)benzene). Isolated yield 94.7%. As a reaction SMILES: [F:1][C:2]1[CH:3]=[C:4]([CH2:11]O)[CH:5]=[C:6]([F:10])[C:7]=1[S:8][CH3:9].CS([Cl:17])(=O)=O.Cl>ClCCl>[Cl:17][CH2:11][C:4]1[CH:5]=[C:6]([F:10])[C:7]([S:8][CH3:9])=[C:2]([F:1])[CH:3]=1. Procedure details: To a solution of [3,5-difluoro-4-(methylthio)-phenyl]-methanol (24.0 g, 0.126 mol) in dichloromethane (300 mL) cooled in an ice bath was added methanesulfonylchloride (16.9 g, 0.147 mol) in portions followed by disopropyl-ethylamine in portions. The mixture was allowed to warm to room temperature, and stirred for 18 hours. 4-dimethyl-aminopyridine was added and the mixture was heated to reflux for 2 hours, cooled, and stirred at room temperature for 18 hours. The mixture was poured into dilute H...